From a dataset of the Open Reaction Database (ORD), a public repository of structured organic reaction records. describe an organic reaction: reactants, conditions, products, and yield Reactants: NC=1C(=NC2=CC=C(C=C2N1)OC)Cl (3-amino-2-chloro-6-methoxyquinoxaline), C[O-].[Na+] (sodium methoxide). The solvent is O1CCCC1 (tetrahydrofuran), CO (methanol). Run at time 21 hour. Product: NC=1C(=NC2=CC=C(C=C2N1)OC)OC (3-Amino-2,6-dimethoxyquinoxaline). The yield is 80.3%. Reaction SMILES: [NH2:1][C:2]1[C:3](Cl)=[N:4][C:5]2[C:10]([N:11]=1)=[CH:9][C:8]([O:12][CH3:13])=[CH:7][CH:6]=2.[CH3:15][O-:16].[Na+]>O1CCCC1.CO>[NH2:1][C:2]1[C:3]([O:16][CH3:15])=[N:4][C:5]2[C:10]([N:11]=1)=[CH:9][C:8]([O:12][CH3:13])=[CH:7][CH:6]=2 |f:1.2|. Reported procedure: To 3-amino-2-chloro-6-methoxyquinoxaline (1.50 g, 7.16 mmol) dissolved in tetrahydrofuran (60 ml), 25 wt % sodium methoxide (15.5 g, 71.6 mmol) in methanol was added at room temperature and stirred further at room temperature for 21 hours. The resulting mixture was concentrated under the reduced pressure to remove the solvent. The product was extracted with dichloromethane and the organic layer was washed with water and dried over MgSO4. After concentration under the reduced pressure, the crude ... Reported procedure: To a solution of 2,6-difluoro-N-(1-{[4-iodo-2-(trifluoromethyl)phenyl]methyl}-1H-pyrazol-3-yl)benzamide (for a preparation see Example 73)(75 mg, 0.148 mmol) in THF (1 ml) was added tetrakis(triphenyl-phosphine)palladium (0) (17.1 mg, 0.015 mmol, Aldrich). To the solution was added 0.5 M t-butylzinc bromide in THF (0.6 ml, 0.30 mmol, Aldrich) and the mixture stirred at 80° C. under nitrogen for 3 h. A further amount of tetrakis (triphenylphosphine) palladium (0) (30 mg) and then 0.5 M t-butylzin... Run in C1CCOC1 (THF), C1CCOC1 (THF), C1CCOC1 (THF). Product: FC1=C(C(=O)NC2=NN(C=C2)CC2=C(C=C(C=C2)CC(C)C)C(F)(F)F)C(=CC=C1)F (2,6-Difluoro-N-(1-{[4-(2-methylpropyl)-2-(trifluoromethyl)phenyl]methyl}-1H-pyrazol-3-yl)benzamide). Starting materials: FC1=C(C(=O)NC2=NN(C=C2)CC2=C(C=C(C=C2)I)C(F)(F)F)C(=CC=C1)F (2,6-difluoro-N-(1-{[4-iodo-2-(trifluoromethyl)phenyl]methyl}-1H-pyrazol-3-yl)benzamide), [Br-].C(C)(C)(C)[Zn+] (t-butylzinc bromide), tetrakis(triphenyl-phosphine)palladium (0), [Br-].C(C)(C)(C)[Zn+] (t-butylzinc bromide). Reaction conditions: temperature 80 celsius, time 3 hour. Reagents/catalysts: [Pd].C1(=CC=CC=C1)P(C1=CC=CC=C1)C1=CC=CC=C1.C1(=CC=CC=C1)P(C1=CC=CC=C1)C1=CC=CC=C1.C1(=CC=CC=C1)P(C1=CC=CC=C1)C1=CC=CC=C1.C1(=CC=CC=C1)P(C1=CC=CC=C1)C1=CC=CC=C1 (tetrakis (triphenylphosphine) palladium (0)). RXN SMILES: [F:1][C:2]1[CH:27]=[CH:26][CH:25]=[C:24]([F:28])[C:3]=1[C:4]([NH:6][C:7]1[CH:11]=[CH:10][N:9]([CH2:12][C:13]2[CH:18]=[CH:17][C:16](I)=[CH:15][C:14]=2[C:20]([F:23])([F:22])[F:21])[N:8]=1)=[O:5].[Br-].[C:30]([Zn+])([CH3:33])([CH3:32])[CH3:31]>C1COCC1.[Pd].C1(P(C2C=CC=CC=2)C2C=CC=CC=2)C=CC=CC=1.C1(P(C2C=CC=CC=2)C2C=CC=CC=2)C=CC=CC=1.C1(P(C2C=CC=CC=2)C2C=CC=CC=2)C=CC=CC=1.C1(P(C2C=CC=CC=2)C2C=CC=CC=2)C=CC=CC=1>[F:1][C:2]1[CH:27]=[CH:26][CH:25]=[C:24]([F:28])[C:3]=1[C:4]([NH:6][C:7]1[CH:11]=[CH:10][N:9]([CH2:12][C:13]2[CH:18]=[CH:17][C:16]([CH2:31][CH:30]([CH3:33])[CH3:32])=[CH:15][C:14]=2[C:20]([F:23])([F:22])[F:21])[N:8]=1)=[O:5] |f:1.2,4.5.6.7.8|. Starting materials: [OH-].[Na+] (NaOH), O (water), C1(CCC1)NC=1C2=C(N=C(N1)NC1=CC=C(C=C1)S(=O)(=O)N(C)CC(=O)OCCCC)NC=C2 (butyl 2-(4-(4-(cyclobutylamino)-7H-pyrrolo[2,3-d]pyrimidin-2-ylamino)-N-methylphenylsulfonamido)acetate), [OH-].[Na+] (NaOH), CC(=O)O (HOAc). Run in CO (MeOH). Conditions: time 3 hour. The product is C1(CCC1)NC=1C2=C(N=C(N1)NC1=CC=C(C=C1)S(=O)(=O)N(C)CC(=O)O)NC=C2 (2-(4-(4-(cyclobutylamino)-7H-pyrrolo[2,3-d]pyrimidin-2-ylamino)-N-methylphenylsulfonamido)acetic acid). Yield: 22.5%. As a reaction SMILES: [CH:1]1([NH:5][C:6]2[C:7]3[CH:34]=[CH:33][NH:32][C:8]=3[N:9]=[C:10]([NH:12][C:13]3[CH:18]=[CH:17][C:16]([S:19]([N:22]([CH2:24][C:25]([O:27]CCCC)=[O:26])[CH3:23])(=[O:21])=[O:20])=[CH:15][CH:14]=3)[N:11]=2)[CH2:4][CH2:3][CH2:2]1.[OH-].[Na+].CC(O)=O.O>CO>[CH:1]1([NH:5][C:6]2[C:7]3[CH:34]=[CH:33][NH:32][C:8]=3[N:9]=[C:10]([NH:12][C:13]3[CH:18]=[CH:17][C:16]([S:19]([N:22]([CH2:24][C:25]([OH:27])=[O:26])[CH3:23])(=[O:20])=[O:21])=[CH:15][CH:14]=3)[N:11]=2)[CH2:4][CH2:3][CH2:2]1 |f:1.2|. Procedure details: To a solution of butyl 2-(4-(4-(cyclobutylamino)-7H-pyrrolo[2,3-d]pyrimidin-2-ylamino)-N-methylphenylsulfonamido)acetate (15 mg, 0.031 mmol) in MeOH (2 mL), aqueous 1N NaOH (1.00 mL, 1.00 mmol) was added. The mixture was stirred at room temperature for 3 h. Glacial HOAc (0.20 mL) was added to neutralize NaOH. When water was added, precipitate came out, which was collected by filtration to give the titled compound (3 mg). MS 431.0 (M+H); UV 206.1, 312.7 nm. Reactants: CC(=O)O[BH-](OC(C)=O)OC(C)=O, O=C([O-])[O-], CCOC(=O)CCC1CC(Cc2ccccc2)CCC1=O, CC(=O)[O-], ClC(Cl)Cl, ClCCCl, Cl, Cl, NCc1nc2ccccc2[nH]1, [Na+], [Na+], [Na+], [Na+]. Product: O=C1CCC2CC(Cc3ccccc3)CCC2N1Cc1nc2ccccc2[nH]1. RXN SMILES: [C:40]([O:41][BH-:42]([O:43][C:44](=[O:45])[CH3:46])[O:47][C:48](=[O:49])[CH3:50])(=[O:51])[CH3:52].[C:58](=[O:59])([O-:60])[O-:61].[CH2:1]([O:2][C:4]([CH2:5][CH2:6][CH:7]1[C:8](=[O:3])[CH2:9][CH2:10][CH:11]([CH2:13][c:14]2[cH:15][cH:16][cH:17][cH:18][cH:19]2)[CH2:12]1)=[O:21])[CH3:20].[CH3:36][C:37](=[O:38])[O-:39].[CH:54]([Cl:55])([Cl:56])[Cl:57].[Cl:64][CH2:65][CH2:66][Cl:67].[ClH:22].[ClH:23].[NH2:24][CH2:25][c:26]1[nH:27][c:28]2[c:29]([n:30]1)[cH:31][cH:32][cH:33][cH:34]2.[Na+:35].[Na+:53].[Na+:62].[Na+:63]>>[C:4]1(=[O:21])[CH2:5][CH2:6][CH:7]2[CH:8]([CH2:9][CH2:10][CH:11]([CH2:13][c:14]3[cH:15][cH:16][cH:17][cH:18][cH:19]3)[CH2:12]2)[N:24]1[CH2:25][c:26]1[nH:27][c:28]2[c:29]([n:30]1)[cH:31][cH:32][cH:33][cH:34]2.